This data is from the Open Reaction Database (ORD), a public repository of structured organic reaction records. The task is: describe an organic reaction: reactants, conditions, products, and yield The reactants are C1(=CC=CC=C1)C(Br)C1=CC=CC=C1 (diphenylbromomethane), NC1=CC=NC=C1 (4-aminopyridine). Solvent: C1(=CC=CC=C1)C (toluene). Run at time 20 hour. Product: C1(=CC=CC=C1)C(NC1=CC=NC=C1)C1=CC=CC=C1 (N-(Diphenylmethyl)-4-pyridinamine). Yield: 30.8%. RXN SMILES: [C:1]1([CH:7]([C:9]2[CH:14]=[CH:13][CH:12]=[CH:11][CH:10]=2)Br)[CH:6]=[CH:5][CH:4]=[CH:3][CH:2]=1.[NH2:15][C:16]1[CH:21]=[CH:20][N:19]=[CH:18][CH:17]=1>C1(C)C=CC=CC=1>[C:1]1([CH:7]([C:9]2[CH:14]=[CH:13][CH:12]=[CH:11][CH:10]=2)[NH:15][C:16]2[CH:21]=[CH:20][N:19]=[CH:18][CH:17]=2)[CH:6]=[CH:5][CH:4]=[CH:3][CH:2]=1. Procedure details: 24.7 Grams (0.1 mole) of diphenylbromomethane and 29.4 grams (0.3 mole) of 4-aminopyridine in 500 milliliters of toluene were heated under reflux with stirring for 20 hours. The solid formed was filtered off and the toluene was extracted with 2 N hydrochloric acid. The acid extracts were combined with the solid material and the solid was taken into solution by the addition of water and methanol. The alcoholic solution was basified with 5 N sodium hydroxide and extracted with toluene. After dryin... Starting materials: COC(=O)N1C(C=CC1=O)=O (N-methoxycarbonylmaleimide), NC=1C=C(C=CC1)B(O)O ((3-Aminophenyl)boronic acid), OS(=O)(=O)O (H2SO4). Solvent: O (water), C(=O)(O)[O-].[Na+] (NaHCO3). Run at temperature 0 celsius, time 35 minute. Yields the product C1(C=CC(N1C=1C=C(C=CC1)B(O)O)=O)=O ((3-maleimidophenyl)boronic acid). The yield is 64.1%. As a reaction SMILES: [NH2:1][C:2]1[CH:3]=[C:4]([B:8]([OH:10])[OH:9])[CH:5]=[CH:6][CH:7]=1.COC(N1[C:19](=[O:20])[CH:18]=[CH:17][C:16]1=[O:21])=O.OS(O)(=O)=O>C([O-])(O)=O.[Na+].O>[C:16]1(=[O:21])[N:1]([C:2]2[CH:3]=[C:4]([B:8]([OH:10])[OH:9])[CH:5]=[CH:6][CH:7]=2)[C:19](=[O:20])[CH:18]=[CH:17]1 |f:3.4|. Reported procedure: (3-Aminophenyl)boronic acid (1.26 grams, 0.01 mole) is dissolved in saturated NaHCO3 (50 ml) by briefly heating the mixture on a hot plate. The solution is cooled in an ice bath to approximately 0° C., and N-methoxycarbonylmaleimide (1.55 grams, 0.01 mole) added with vigorous stirring. After 10 min. the solution is diluted with water (200 ml) and then stirred at room temperature for 30 to 40 min. The pH is adjusted to approximately 5.5 by addition of 1M H2SO4, and the precipitate collected by fi... Reactants: ClC1=CC(=C(C=C1)C=1C=2N(C=CC1)N=C(N2)NC2=CC=C(C=C2)C2CCNCC2)OC ([8-(4-chloro-2-methoxy-phenyl)-[1,2,4]-triazolo[1,5-a]pyridin-2-yl]-(4-piperidin-4-yl-phenyl)-amine), ClCC(=O)N(C)C (2-chloro-N,N-dimethyl-acetamide). Product: ClC1=CC(=C(C=C1)C=1C=2N(C=CC1)N=C(N2)NC2=CC=C(C=C2)C2CCN(CC2)CC(=O)N(C)C)OC (2-(4-{4-[8-(4-Chloro-2-methoxy-phenyl)-[1,2,4]-triazolo[1,5-a]pyridin-2-ylamino]-phenyl}-piperidin-1-yl)-N,N-dimethyl-acetamide), product. Isolated yield 18.0%. RXN SMILES: [Cl:1][C:2]1[CH:7]=[CH:6][C:5]([C:8]2[C:9]3[N:10]([N:14]=[C:15]([NH:17][C:18]4[CH:23]=[CH:22][C:21]([CH:24]5[CH2:29][CH2:28][NH:27][CH2:26][CH2:25]5)=[CH:20][CH:19]=4)[N:16]=3)[CH:11]=[CH:12][CH:13]=2)=[C:4]([O:30][CH3:31])[CH:3]=1.Cl[CH2:33][C:34]([N:36]([CH3:38])[CH3:37])=[O:35]>>[Cl:1][C:2]1[CH:7]=[CH:6][C:5]([C:8]2[C:9]3[N:10]([N:14]=[C:15]([NH:17][C:18]4[CH:19]=[CH:20][C:21]([CH:24]5[CH2:25][CH2:26][N:27]([CH2:33][C:34]([N:36]([CH3:38])[CH3:37])=[O:35])[CH2:28][CH2:29]5)=[CH:22][CH:23]=4)[N:16]=3)[CH:11]=[CH:12][CH:13]=2)=[C:4]([O:30][CH3:31])[CH:3]=1. Procedure details: 2-(4-{4-[8-(4-Chloro-2-methoxy-phenyl)-[1,2,4]-triazolo[1,5-a]pyridin-2-ylamino]-phenyl}-piperidin-1-yl)-N,N-dimethyl-acetamide was prepared from [8-(4-chloro-2-methoxy-phenyl)-[1,2,4]-triazolo[1,5-a]pyridin-2-yl]-(4-piperidin-4-yl-phenyl)-amine (0.046 g, 0.110 mmol) and 2-chloro-N,N-dimethyl-acetamide (0.016 mL, 0.159 mmol) in a manner analogous to Example 313 to give product (0.010 g, 18%). MP=104-107° C. 1H NMR (400 MHz, (D3C)2SO, δ, ppm): 9.49 (s, 1H), 8.79 (d, 1H), 7.58 (m, 4H), 7.25 (s, 1H... Yields the product CCN1CCCC(CNC(=O)C2CCCN2C(=O)C2C(O)C(O)CN2C(=O)CC(c2ccccc2)(c2ccccc2)c2ccccc2)C1. As a reaction SMILES: [CH2:47]([CH3:48])[I:49].[OH:1][CH:2]1[CH:3]([C:30](=[O:31])[N:32]2[CH:33]([C:37](=[O:38])[NH:39][CH2:40][CH:41]3[CH2:42][NH:43][CH2:44][CH2:45][CH2:46]3)[CH2:34][CH2:35][CH2:36]2)[N:4]([C:8]([CH2:9][C:10]([c:11]2[cH:12][cH:13][cH:14][cH:15][cH:16]2)([c:17]2[cH:18][cH:19][cH:20][cH:21][cH:22]2)[c:23]2[cH:24][cH:25][cH:26][cH:27][cH:28]2)=[O:29])[CH2:5][CH:6]1[OH:7]>>[OH:1][CH:2]1[CH:3]([C:30](=[O:31])[N:32]2[CH:33]([C:37](=[O:38])[NH:39][CH2:40][CH:41]3[CH2:42][N:43]([CH2:47][CH3:48])[CH2:44][CH2:45][CH2:46]3)[CH2:34][CH2:35][CH2:36]2)[N:4]([C:8]([CH2:9][C:10]([c:11]2[cH:12][cH:13][cH:14][cH:15][cH:16]2)([c:17]2[cH:18][cH:19][cH:20][cH:21][cH:22]2)[c:23]2[cH:24][cH:25][cH:26][cH:27][cH:28]2)=[O:29])[CH2:5][CH:6]1[OH:7]. Reactants: CCI, O=C(NCC1CCCNC1)C1CCCN1C(=O)C1C(O)C(O)CN1C(=O)CC(c1ccccc1)(c1ccccc1)c1ccccc1. The reactants are FC1=CC=C(C(=O)C2=CC=C3N2CCC3(C(=O)OC)C(=O)OC)C=C1 (dimethyl 5-(4-fluorobenzoyl)-1,2-dihydro-3H-pyrrolo[1,2-a]pyrrole-1,1-dicarboxylate), FC1=CC=C(C(=O)C2=CC=C3N2CCC3C(=O)OC)C=C1 (methyl 5-(4-fluorobenzoyl)-1,2-dihydro-3H-pyrrolo[1,2-a]pyrrole-1-carboxylate), [OH-].[K+] (potassium hydroxide). Solvent: CO (methanol), O (water). Product: FC1=CC=C(C(=O)C2=CC=C3N2CCC3C(=O)O)C=C1 (5-(4-fluorobenzoyl)-1,2-dihydro-3H-pyrrolo[1,2-a]pyrrole-1-carboxylic acid). Isolated yield 80.0%. As a reaction SMILES: [F:1][C:2]1[CH:25]=[CH:24][C:5]([C:6]([C:8]2[N:12]3[CH2:13][CH2:14][C:15](C(OC)=O)([C:16]([O:18]C)=[O:17])[C:11]3=[CH:10][CH:9]=2)=[O:7])=[CH:4][CH:3]=1.FC1C=CC(C(C2N3CCC(C(OC)=O)C3=CC=2)=O)=CC=1.[OH-].[K+]>CO.O>[F:1][C:2]1[CH:25]=[CH:24][C:5]([C:6]([C:8]2[N:12]3[CH2:13][CH2:14][CH:15]([C:16]([OH:18])=[O:17])[C:11]3=[CH:10][CH:9]=2)=[O:7])=[CH:4][CH:3]=1 |f:2.3|. Procedure: A solution of the mixture of dimethyl 5-(4-fluorobenzoyl)-1,2-dihydro-3H-pyrrolo[1,2-a]pyrrole-1,1-dicarboxylate and methyl 5-(4-fluorobenzoyl)-1,2-dihydro-3H-pyrrolo[1,2-a]pyrrole-1-carboxylate (0.200 g) in methanol (5 ml) and water (3 ml) containing potassium hydroxide (0.5 g) was heated at reflux temperature for 1 hour. The solvent was removed in vacuo, water was added to the residue and the solution was made acidic with 10% hydrochloric acid solution. The product was extracted into ethyl ace... The reactants are C1(=CC=CC2=CC=CC=C12)CC(C(=O)N(N)C([C@@H](N)CC1=CNC=N1)=O)CC(N(C)C)=O (N-[2-(1-naphthylmethyl)-3-(dimethylcarbamoyl)propionyl]-L-histidine hydrazide), Cl (hydrogen chloride), C1(=CC=CC2=CC=CC=C12)CC(C(=O)N[C@@H](CC1=CNC=N1)C(=O)N=[N+]=[N-])CC(N(C)C)=O (N-[2-(1-naphthylmethyl)-3-(dimethylcarbamoyl)propionyl]-L-histidine azide), hydrazide, [N-]=[N+]=[N-] (azide), Cl.N[C@H](C(C(=O)OC)O)CC(C)C (methyl (2RS, 3S)-3-amino-2-hydroxy-5-methylhexanoate hydrochloride), N(=O)OCCC(C)C (isoamyl nitrite). Solvent: CN(C=O)C (N,N-dimethylformamide), CN(C=O)C (N,N-dimethylformamide), C(C)N(CC)CC (triethylamine), CN(C=O)C (N,N-dimethylformamide), C(C)N(CC)CC (triethylamine). Reaction conditions: time 16 hour. The product is C1(=CC=CC2=CC=CC=C12)CC(C(=O)N[C@@H](CC1=CNC=N1)C(=O)N[C@H](C(C(=O)OC)O)CC(C)C)CC(N(C)C)=O (methyl (2RS, 3S)-3-{N-[2-(1-naphthylmethyl)-3-(dimethylcarbamoyl)propionyl]-L-histidyl}amino-2-hydroxy-5-methylhexanoate). As a reaction SMILES: C1(CC(CC(=O)N(C)C)C(N(C(=O)[C@H](CC2N=CNC=2)N)N)=O)C2C(=CC=CC=2)C=CC=1.Cl.N(OCCC(C)C)=O.[C:42]1([CH2:52][CH:53]([CH2:69][C:70](=[O:74])[N:71]([CH3:73])[CH3:72])[C:54]([NH:56][C@H:57]([C:64]([N:66]=[N+]=[N-])=[O:65])[CH2:58][C:59]2[N:63]=[CH:62][NH:61][CH:60]=2)=[O:55])[C:51]2[C:46](=[CH:47][CH:48]=[CH:49][CH:50]=2)[CH:45]=[CH:44][CH:43]=1.[N-]=[N+]=[N-].Cl.N[C@@H:80]([CH2:87][CH:88]([CH3:90])[CH3:89])[CH:81]([OH:86])[C:82]([O:84][CH3:85])=[O:83]>CN(C)C=O.C(N(CC)CC)C>[C:42]1([CH2:52][CH:53]([CH2:69][C:70](=[O:74])[N:71]([CH3:73])[CH3:72])[C:54]([NH:56][C@H:57]([C:64]([NH:66][C@@H:80]([CH2:87][CH:88]([CH3:90])[CH3:89])[CH:81]([OH:86])[C:82]([O:84][CH3:85])=[O:83])=[O:65])[CH2:58][C:59]2[N:63]=[CH:62][NH:61][CH:60]=2)=[O:55])[C:51]2[C:46](=[CH:47][CH:48]=[CH:49][CH:50]=2)[CH:45]=[CH:44][CH:43]=1 |f:5.6|. Procedure: To a solution of 100 mg of N-[2-(1-naphthylmethyl)-3-(dimethylcarbamoyl)propionyl]-L-histidine hydrazide in 5 ml of dry N,N-dimethylformamide were added successively 0.15 ml of a dry 5.1N-hydrogen chloride in N,N-dimethylformamide solution and 0.04 ml of isoamyl nitrite at -20° C. with stirring. After disappearance of hydrazide compound, the reaction mixture was cooled to -30° C. and neutralized with 0.11 ml of triethylamine to prepare a solution of N-[2-(1-naphthylmethyl)-3-(dimethylcarbamoyl)p... The reactants are CS(C)=O, CO, O=[N+]([O-])c1ccc(Cl)c(CO)c1, O. Yields the product CSc1ccc([N+](=O)[O-])cc1CO. As a reaction SMILES: [CH3:14][S:15]([CH3:16])=[O:17].[CH3:18][OH:19].[Cl:1][c:2]1[c:3]([CH2:11][OH:12])[cH:4][c:5]([N+:8](=[O:9])[O-:10])[cH:6][cH:7]1.[OH2:13]>>[c:2]1([S:15][CH3:14])[c:3]([CH2:11][OH:12])[cH:4][c:5]([N+:8](=[O:9])[O-:10])[cH:6][cH:7]1. Reactants: CC1(CC(=O)CC(=O)C1)C (dimedone), C(C(=O)Cl)(=O)Cl (oxalyl chloride). Solvent: C(Cl)(Cl)Cl (chloroform). Run at time 10 minute. The product is ClC1=CC(CC(C1)(C)C)=O (3-chloro-5,5-dimethylcyclohex-2-en-1-one). Reaction SMILES: [CH3:1][C:2]1([CH3:10])[CH2:9][C:7](=O)[CH2:6][C:4](=[O:5])[CH2:3]1.C(Cl)(=O)C([Cl:14])=O>C(Cl)(Cl)Cl>[Cl:14][C:7]1[CH2:9][C:2]([CH3:10])([CH3:1])[CH2:3][C:4](=[O:5])[CH:6]=1. Reported procedure: The title compound was prepared using the method of Clark and Heathcock. J. Org. Chem., 1976, 41, 636. To a suspension of dimedone (15.0 g, 107 mmol) in chloroform (40 ml) was added slowly oxalyl chloride (27.2 g, 214 mmol). The addition was accompanied by vigorous evolution of gas. After stirring at room temperature for 10 minutes, the slurry was refluxed for 20 minutes to give a yellow solution which was evaporated and distilled to give 15.7 g (92%) of chloroenone as a colorless liquid, bp 72°...